Dataset: the Open Reaction Database (ORD), a public repository of structured organic reaction records. Task: describe an organic reaction: reactants, conditions, products, and yield Run in C(C)OCC (diethyl ether), C(C)(=O)O (acetic acid), CO (MeOH). The reactants are CC1=NC=2N(C(=C1)C)N=CC2C(=O)OCC (ethyl 5,7-dimethylpyrazolo[1,5-a]pyrimidine-3-carboxylate), [OH-].[Na+] (sodium hydroxide), CC(CC(C)=O)=O (Pentane-2,4-dione), NC1=NNC=C1C(=O)OCC (ethyl 3-amino-1H-pyrazole-4-carboxylate), crude residue. Procedure details: Pentane-2,4-dione (1.46 ml, 14.2 mmol), ethyl 3-amino-1H-pyrazole-4-carboxylate (2.00 g, 12.9 mmol) were heated in a sealed tube with acetic acid (10 ml) at 110° C. overnight. The reaction reached completion by LCMS (LC-MS: rt (min)=3.08). The acetic acid was removed by blowing air with the flask being heated to 75° C. The crude residue of ethyl 5,7-dimethylpyrazolo[1,5-a]pyrimidine-3-carboxylate (assumed to be 12.89 mmol) was suspended in MeOH (15 ml) and treated with 7.2 M sodium hydroxide (5.... Yield: 56.6%. Reaction SMILES: CC(=O)CC(=O)C.NC1C(C(OCC)=O)=CNN=1.[CH3:19][C:20]1[CH:25]=[C:24]([CH3:26])[N:23]2[N:27]=[CH:28][C:29]([C:30]([O:32]CC)=[O:31])=[C:22]2[N:21]=1.[OH-].[Na+]>CO.C(OCC)C.C(O)(=O)C>[CH3:19][C:20]1[CH:25]=[C:24]([CH3:26])[N:23]2[N:27]=[CH:28][C:29]([C:30]([OH:32])=[O:31])=[C:22]2[N:21]=1 |f:3.4|. Product: CC1=NC=2N(C(=C1)C)N=CC2C(=O)O (5,7-dimethylpyrazolo[1,5-a]pyrimidine-3-carboxylic acid). Reaction conditions: temperature 75 celsius, time 3 hour. Starting materials: COC(C(C=1C=C2CC(CC2=CC1)(C)CC)=O)=O (2-ethyl-α-oxo-2-methyl-5-indanacetic acid methyl ester), C1(CCCCC1)[NH3+] (cyclohexyl ammonium). Yields the product C(C)C1(CC2=CC=C(C=C2C1)CC(=O)O)C (2-ethyl-2-methyl-5-indanacetic acid). Reaction SMILES: C[O:2][C:3](=[O:18])[C:4](=O)[C:5]1[CH:6]=[C:7]2[C:11](=[CH:12][CH:13]=1)[CH2:10][C:9]([CH2:15][CH3:16])([CH3:14])[CH2:8]2.C1([NH3+])CCCCC1>>[CH2:15]([C:9]1([CH3:14])[CH2:8][C:7]2[C:11](=[CH:12][CH:13]=[C:5]([CH2:4][C:3]([OH:18])=[O:2])[CH:6]=2)[CH2:10]1)[CH3:16]. Reported procedure: 2-ethyl-α-oxo-2-methyl-5-indanacetic acid methyl ester is reduced in a manner analogous to that described in Example 4. The cyclohexyl ammonium salt of the title compound has an M.P. of 149°-151°. The sodium salt of the title compound has an M.P. of 184°-188°. Starting materials: C=CCOCCC(=C)B1OC(C)(C)C(C)(C)O1, ClCCl. The product is CC1(C)OB(C2=CCOCC2)OC1(C)C. As a reaction SMILES: [CH2:1]([CH:2]=[CH2:3])[O:4][CH2:5][CH2:6][C:7](=[CH2:8])[B:9]1[O:10][C:11]([CH3:16])([CH3:17])[C:12]([CH3:14])([CH3:15])[O:13]1.[Cl:18][CH2:19][Cl:20]>>[CH2:1]1[O:4][CH2:5][CH2:6][C:7]([B:9]2[O:10][C:11]([CH3:16])([CH3:17])[C:12]([CH3:14])([CH3:15])[O:13]2)=[CH:8]1. Reactants: N#Cc1cccc(C(Br)c2ccc(Cl)cc2)c1, CC#N, CCN(C(C)C)C(C)C, Cl, CC(C)(F)C(c1cc(F)cc(-n2cnnc2)c1)C1CNC1. Yields the product CC(C)(F)C(c1cc(F)cc(-n2cnnc2)c1)C1CN(C(c2ccc(Cl)cc2)c2cccc(C#N)c2)C1. RXN SMILES: [Br:23][CH:24]([c:25]1[cH:26][c:27]([C:28]#[N:29])[cH:30][cH:31][cH:32]1)[c:33]1[cH:34][cH:35][c:36]([Cl:39])[cH:37][cH:38]1.[CH3:49][C:50]#[N:51].[CH:40]([N:41]([CH:42]([CH3:43])[CH3:44])[CH2:45][CH3:46])([CH3:47])[CH3:48].[ClH:1].[NH:2]1[CH2:3][CH:4]([CH:6]([C:7]([CH3:8])([CH3:9])[F:10])[c:11]2[cH:12][c:13](-[n:18]3[cH:19][n:20][n:21][cH:22]3)[cH:14][c:15]([F:17])[cH:16]2)[CH2:5]1>>[N:2]1([CH:24]([c:25]2[cH:26][c:27]([C:28]#[N:29])[cH:30][cH:31][cH:32]2)[c:33]2[cH:34][cH:35][c:36]([Cl:39])[cH:37][cH:38]2)[CH2:3][CH:4]([CH:6]([C:7]([CH3:8])([CH3:9])[F:10])[c:11]2[cH:12][c:13](-[n:18]3[cH:19][n:20][n:21][cH:22]3)[cH:14][c:15]([F:17])[cH:16]2)[CH2:5]1. Reactants: CCOC(=O)c1c(C)n(C)c2ccccc12, NC1CN2CCC1CC2, COC(=O)c1cccc2c1cc1n2CCCC1. Product: O=C(NC1CN2CCC1CC2)c1cccc2c1cc1n2CCCC1. RXN SMILES: [CH3:10][n:11]1[c:12]2[c:13]([cH:14][cH:15][cH:16][cH:17]2)[c:18]([C:19]([O:20][CH2:21][CH3:22])=[O:23])[c:24]1[CH3:25].[NH2:1][CH:2]1[CH2:3][N:4]2[CH2:5][CH2:6][CH:7]1[CH2:8][CH2:9]2.[c:26]1([C:39](=[O:40])[O:41][CH3:42])[c:27]2[cH:28][c:29]3[n:30]([c:31]2[cH:32][cH:33][cH:34]1)[CH2:35][CH2:36][CH2:37][CH2:38]3>>[NH:1]([CH:2]1[CH2:3][N:4]2[CH2:5][CH2:6][CH:7]1[CH2:8][CH2:9]2)[C:39]([c:26]1[c:27]2[cH:28][c:29]3[n:30]([c:31]2[cH:32][cH:33][cH:34]1)[CH2:35][CH2:36][CH2:37][CH2:38]3)=[O:40]. Procedure details: The preparation is carried out analogously to the procedure of Example 27A using 1.4 g (3.41 mmol) of 2-(2-propoxyphenyl)-5-methyl-7-(2-ethylheptyl)-3H-imidazo-[5,1-f]-[1,2,4]-triazin-4-one (Example 20A). This gives 1.4 g (80.6%) of sulphonyl chloride as a white foam which is directly reacted further. The product is C(CC)OC1=C(C=C(C=C1)S(=O)(=O)Cl)C1=NN2C(C(N1)=O)=C(N=C2CC(CCCCC)CC)C (4-Propoxy-3-(5-methyl-4-oxo-7-(2-ethylheptyl)-3,4-dihydro-imidazo[5,1-f][1,2,4]triazin-2-yl)-benzenesulphonyl chloride). As a reaction SMILES: [CH2:1]([O:4][C:5]1[CH:10]=[CH:9][CH:8]=[CH:7][C:6]=1[C:11]1[NH:16][C:15](=[O:17])[C:14]2=[C:18]([CH3:30])[N:19]=[C:20]([CH2:21][CH:22]([CH2:28][CH3:29])[CH2:23][CH2:24][CH2:25][CH2:26][CH3:27])[N:13]2[N:12]=1)[CH2:2][CH3:3].[S:31](Cl)([Cl:34])(=[O:33])=[O:32]>>[CH2:1]([O:4][C:5]1[CH:10]=[CH:9][C:8]([S:31]([Cl:34])(=[O:33])=[O:32])=[CH:7][C:6]=1[C:11]1[NH:16][C:15](=[O:17])[C:14]2=[C:18]([CH3:30])[N:19]=[C:20]([CH2:21][CH:22]([CH2:28][CH3:29])[CH2:23][CH2:24][CH2:25][CH2:26][CH3:27])[N:13]2[N:12]=1)[CH2:2][CH3:3]. Starting materials: C(CC)OC1=C(C=CC=C1)C1=NN2C(C(N1)=O)=C(N=C2CC(CCCCC)CC)C (2-(2-propoxyphenyl)-5-methyl-7-(2-ethylheptyl)-3H-imidazo-[5,1-f]-[1,2,4]-triazin-4-one), S(=O)(=O)(Cl)Cl (sulphonyl chloride).